From a dataset of the Open Reaction Database (ORD), a public repository of structured organic reaction records. describe an organic reaction: reactants, conditions, products, and yield Starting materials: C(C)(C)(C)OC(=O)N1CCC(CC1)N1C(NC2=C1C=CC=C2)=O (1-[N(Tert-butoxycarbonyl)piperidin-4yl]-1,3-dihydro-benzimidazol-2-one), BrCCCN1C(C=2C(C1=O)=CC=CC2)=O (N-(3-bromopropyl)phthalimide), C([O-])([O-])=O.[Cs+].[Cs+] (Cesium carbonate). Run in CN(C)C=O (DMF). Run at temperature 80 celsius, time 8 hour. Product: N1CCC(CC1)N1C(N(C2=C1C=CC=C2)CCCN2C(C=1C(C2=O)=CC=CC1)=O)=O (1-(Piperdin-4-yl)-3-(3-phthalimidopropyl)benzimidazol-2-one). The yield is 113.6%. RXN SMILES: C(OC([N:8]1[CH2:13][CH2:12][CH:11]([N:14]2[C:18]3[CH:19]=[CH:20][CH:21]=[CH:22][C:17]=3[NH:16][C:15]2=[O:23])[CH2:10][CH2:9]1)=O)(C)(C)C.Br[CH2:25][CH2:26][CH2:27][N:28]1[C:32](=[O:33])[C:31]2=[CH:34][CH:35]=[CH:36][CH:37]=[C:30]2[C:29]1=[O:38].C(=O)([O-])[O-].[Cs+].[Cs+]>CN(C=O)C>[NH:8]1[CH2:9][CH2:10][CH:11]([N:14]2[C:18]3[CH:19]=[CH:20][CH:21]=[CH:22][C:17]=3[N:16]([CH2:25][CH2:26][CH2:27][N:28]3[C:32](=[O:33])[C:31]4=[CH:34][CH:35]=[CH:36][CH:37]=[C:30]4[C:29]3=[O:38])[C:15]2=[O:23])[CH2:12][CH2:13]1 |f:2.3.4|. Procedure details: A mixture of Compound 9 (42.2 g, 0.13M), prepared in Example 9, and N-(3-bromopropyl)phthalimide (35 g, 0.13M) were dissolved in DMF (300 ml). Cesium carbonate (100 g, 0.3M) was added in one portion and the resulting heterogenous mixture heated in an 80° C. oil bath for 16 hours. The mixture was cooled to room temperature and the DMF removed under reduced pressure. The residue was poured into ice water (800 ml) and stirred at room temperature overnight. The white solid precipitates were collecte... Starting materials: COCN1C(=S)NC(=O)C(C)=C1C1=CC=CC=C1 (1-(methoxymethyl)-6-phenylthiothymine). Run in Cl (hydrochloric acid). Yields the product C1(=CC=CC=C1)C1=C(C(NC(N1)=S)=O)C (6-phenylthiothymine). The yield is 28.1%. RXN SMILES: COC[N:4]1[C:12]([C:13]2[CH:18]=[CH:17][CH:16]=[CH:15][CH:14]=2)=[C:10]([CH3:11])[C:8](=[O:9])[NH:7][C:5]1=[S:6]>Cl>[C:13]1([C:12]2[NH:4][C:5](=[S:6])[NH:7][C:8](=[O:9])[C:10]=2[CH3:11])[CH:14]=[CH:15][CH:16]=[CH:17][CH:18]=1. Procedure: To 100 ml of concentrated hydrochloric acid, 17.2 g (62 mmole) of 1-(methoxymethyl)-6-phenylthiothymine was added and allowed to react for 2 hours at 80° C. The reaction mixture was concentrated under reduced pressure and crystallized from ethanol to obtain 3.8 g of the target compound (Yield: 26%). The reactants are CC1=C(C2=C(N=C3N(C2=O)C=C(C=C3)C#N)S1)C (2,3-dimethyl-4-oxo-4H-pyrido[1,2-a]thieno[2,3-d]pyrimidine-7-carbonitrile), N1=CC=CC=C1 (pyridine), [N-]=[N+]=[N-].[Na+] (sodium azide), [Cl-].[NH4+] (ammonium chloride). Run in CN(C=O)C (dimethylformamide). Yields the product CC1=C(C2=C(N=C3N(C2=O)C=C(C=C3)C3=NN=NN3)S1)C (2,3-dimethyl-7-(1H-tetrazol-5-yl)-4H-pyrido[1,2-a]thieno[2,3-d]pyrimidin-4-one). The yield is 27.6%. RXN SMILES: [CH3:1][C:2]1[S:17][C:5]2[N:6]=[C:7]3[CH:14]=[CH:13][C:12]([C:15]#[N:16])=[CH:11][N:8]3[C:9](=[O:10])[C:4]=2[C:3]=1[CH3:18].[N-:19]=[N+:20]=[N-:21].[Na+].[Cl-].[NH4+].N1C=CC=CC=1>CN(C)C=O>[CH3:1][C:2]1[S:17][C:5]2[N:6]=[C:7]3[CH:14]=[CH:13][C:12]([C:15]4[NH:21][N:20]=[N:19][N:16]=4)=[CH:11][N:8]3[C:9](=[O:10])[C:4]=2[C:3]=1[CH3:18] |f:1.2,3.4|. Reported procedure: From 0.43 g (0.0017 mol) of 2,3-dimethyl-4-oxo-4H-pyrido[1,2-a]thieno[2,3-d]pyrimidine-7-carbonitrile (Example 32), 0.33 g (0.0051 mol) of sodium azide and 0.3 g (0.0056 mol) of ammonium chloride in 80 ml of dimethylformamide, following the procedure of Example 34, there is obtained 0.14 g of 2,3-dimethyl-7-(1H-tetrazol-5-yl)-4H-pyrido[1,2-a]thieno[2,3-d]pyrimidin-4-one with pyridine (1:0.6); mp 292°-294° C. (dec) after recrystallization from pyridine. The reactants are O=C(Cl)CCCCl, ClCCl, NC1(c2ccccc2)CCCCC1, c1ccncc1. The product is O=C(CCCCl)NC1(c2ccccc2)CCCCC1. RXN SMILES: [Cl:20][CH2:21][CH2:22][CH2:23][C:24](=[O:25])[Cl:26].[Cl:27][CH2:28][Cl:29].[c:1]1([C:7]2([NH2:13])[CH2:8][CH2:9][CH2:10][CH2:11][CH2:12]2)[cH:2][cH:3][cH:4][cH:5][cH:6]1.[cH:14]1[cH:15][cH:16][n:17][cH:18][cH:19]1>>[c:1]1([C:7]2([NH:13][C:24]([CH2:23][CH2:22][CH2:21][Cl:20])=[O:25])[CH2:8][CH2:9][CH2:10][CH2:11][CH2:12]2)[cH:2][cH:3][cH:4][cH:5][cH:6]1.